From a dataset of the Open Reaction Database (ORD), a public repository of structured organic reaction records. describe an organic reaction: reactants, conditions, products, and yield Reactants: [I-].[Na+] (sodium iodide), [B-](F)(F)(F)F.N#[O+] (nitrosyl tetrafluoroborate), NC1=C(C(=NC(=C1F)C1=CC=C(C=C1)N)C(=O)OC)C=C (methyl 4-amino-6-(4-aminophenyl)-5-fluoro-3-vinylpicolinate), aqueous solution, S(=O)([O-])[O-].[Na+].[Na+] (sodium sulfite). Run in O (water), C(Cl)Cl (CH2Cl2), C(Cl)Cl (CH2Cl2), CC#N (CH3CN). Reaction conditions: temperature 0 celsius, time 30 minute. Yields the product NC1=C(C(=NC(=C1F)C1=CC=C(C=C1)I)C(=O)OC)C=C (methyl 4-amino-5-fluoro-6-(4-iodophenyl)-3-vinylpicolinate). Yield: 23.0%. As a reaction SMILES: [B-](F)(F)(F)F.N#[O+].[NH2:8][C:9]1[C:14]([F:15])=[C:13]([C:16]2[CH:21]=[CH:20][C:19](N)=[CH:18][CH:17]=2)[N:12]=[C:11]([C:23]([O:25][CH3:26])=[O:24])[C:10]=1[CH:27]=[CH2:28].[I-:29].[Na+].S([O-])([O-])=O.[Na+].[Na+]>C(Cl)Cl.O.CC#N>[NH2:8][C:9]1[C:14]([F:15])=[C:13]([C:16]2[CH:21]=[CH:20][C:19]([I:29])=[CH:18][CH:17]=2)[N:12]=[C:11]([C:23]([O:25][CH3:26])=[O:24])[C:10]=1[CH:27]=[CH2:28] |f:0.1,3.4,5.6.7|. Reported procedure: To a 0° C. suspension of nitrosyl tetrafluoroborate (0.041 g, 0.348 mmol) in CH2Cl2 (1 mL) was added a solution of methyl 4-amino-6-(4-aminophenyl)-5-fluoro-3-vinylpicolinate (0.1 g, 0.348 mmol) in a 1:1 mixture of CH2Cl2 and CH3CN (4 mL). The reaction mixture was stirred at 0° C. for 30 min, then a solution of sodium iodide (0.261 g, 1.740 mmol) dissolved in a minimum of water was added and the reaction was stirred at 20° C. for 30 min. The mixture was then poured into a 10% aqueous solution of... Reactants: ClCCCCC(=O)C1=CC=CC2=CC3=C(C=CC=C3C=C12)C(CCCCCl)=O (1,5-bis(5-chlorovaleryl)anthracene), C(C)NCC (diethylamine). The solvent is O1CCCC1 (tetrahydrofuran). Reaction conditions: temperature 110 celsius. The product is C(C)N(CCCCC(=O)C1=CC=CC2=CC3=C(C=CC=C3C=C12)C(CCCCN(CC)CC)=O)CC (1,5-bis(5-diethylaminovaleryl)anthracene). As a reaction SMILES: Cl[CH2:2][CH2:3][CH2:4][CH2:5][C:6]([C:8]1[C:21]2[C:12](=[CH:13][C:14]3[C:19]([CH:20]=2)=[CH:18][CH:17]=[CH:16][C:15]=3[C:22](=[O:28])[CH2:23][CH2:24][CH2:25][CH2:26]Cl)[CH:11]=[CH:10][CH:9]=1)=[O:7].[CH2:29]([NH:31][CH2:32][CH3:33])[CH3:30]>O1CCCC1>[CH2:29]([N:31]([CH2:32][CH3:33])[CH2:2][CH2:3][CH2:4][CH2:5][C:6]([C:8]1[C:21]2[C:12](=[CH:13][C:14]3[C:19]([CH:20]=2)=[CH:18][CH:17]=[CH:16][C:15]=3[C:22](=[O:28])[CH2:23][CH2:24][CH2:25][CH2:26][N:31]([CH2:32][CH3:33])[CH2:29][CH3:30])[CH:11]=[CH:10][CH:9]=1)=[O:7])[CH3:30]. Procedure details: In each of four Carius tubes is placed 10 g of 1,5-bis(5-chlorovaleryl)anthracene (0.024 mole), 80 ml of diethylamine and 40 ml of tetrahydrofuran. The tubes are heated to 110° C. for 30 hours, cooled and their contents combined. The volatile components are evaporated in vacuo and the residue is slurried with 400 ml of chloroform. The organic phase is extracted twice with 100 ml portions of water, and two additional times with 100 ml portions of 10% HCl solution. The combined acid extracts are n... Starting materials: OCC=1N=CNC1 (4-hydroxymethylimidazole), FC=1C=C(C=CC1F)[N+](=O)[O-] (3,4-Difluoronitrobenzene), C(C)N(C(C)C)C(C)C (ethyldiisopropylamine). Solvent: C(C)#N (acetonitrile). Product: FC=1C=C(C=CC1N1C=NC(=C1)CO)[N+](=O)[O-] (3-Fluoro-4-(4-hydroxvmethylimidazol-1-yl)nitrobenzene). Yield: 75.4%. As a reaction SMILES: [F:1][C:2]1[CH:3]=[C:4]([N+:9]([O-:11])=[O:10])[CH:5]=[CH:6][C:7]=1F.[OH:12][CH2:13][C:14]1[N:15]=[CH:16][NH:17][CH:18]=1.C(N(C(C)C)C(C)C)C>C(#N)C>[F:1][C:2]1[CH:3]=[C:4]([N+:9]([O-:11])=[O:10])[CH:5]=[CH:6][C:7]=1[N:17]1[CH:18]=[C:14]([CH2:13][OH:12])[N:15]=[CH:16]1. Reported procedure: 3,4-Difluoronitrobenzene (23.85 g) was dissolved in acetonitrile (180 ml), followed by 4-hydroxymethylimidazole (14.7 g) and ethyldiisopropylamine (65.2 ml). The mixture was stirred and heated to reflux for 2 days. After cooling, acetonitrile was evaporated and the residue was shaken with a mixture of methyl t-butyl ether (200 ml) and water (100 ml), and the solid filtered. After washing with a mixture of methyl t-butyl ether (50 ml) and water (25 ml), the solid was dried in vacuo at 60° C. over... Starting materials: C(#N)C1=C(C=C(C=C1)C(CC=C)OS(=O)(=O)C)F ((±)-4-Cyano-3-fluoro-1-[1-(methanesulfonyl)oxy-3-buten-1-yl]benzene), CC=1NC=CN1 (2-methylimidazole), C([O-])([O-])=O.[K+].[K+] (potassium carbonate), CCOC(=O)C (EtOAc). Run in CN(C)C=O (DMF). Run at temperature 100 celsius. Yields the product C(#N)C1=C(C=C(C=C1)C(CC=C)N1C(=NC=C1)C)F ((±)-1-[1-(4-Cyano-3-fluorophenyl)-3-buten-1-yl]-2-methylimidazole). Reaction SMILES: [C:1]([C:3]1[CH:8]=[CH:7][C:6]([CH:9](OS(C)(=O)=O)[CH2:10][CH:11]=[CH2:12])=[CH:5][C:4]=1[F:18])#[N:2].[CH3:19][C:20]1[NH:21][CH:22]=[CH:23][N:24]=1.C(=O)([O-])[O-].[K+].[K+].CCOC(C)=O>CN(C=O)C>[C:1]([C:3]1[CH:8]=[CH:7][C:6]([CH:9]([N:21]2[CH:22]=[CH:23][N:24]=[C:20]2[CH3:19])[CH2:10][CH:11]=[CH2:12])=[CH:5][C:4]=1[F:18])#[N:2] |f:2.3.4|. Procedure details: To a solution of the methanesulfonate from Step I (17.3 mmol) in 20 mL of DMF was added 2-methylimidazole (4.25 g, 51.8 mmol) and potassium carbonate (7.15 g, 51.8 mmol). The reaction was heated to 100° C. for 3 hours, then cooled to room temperature. The solution was poured into EtOAc, washed with water and brine, dried (Na2SO4), filtered, and concentrated in vacuo. Purification by silica gel chromatography (3-6% MeOH/CH2Cl2) provided the titled compound.